The task is: describe an organic reaction: reactants, conditions, products, and yield. This data is from the Open Reaction Database (ORD), a public repository of structured organic reaction records. The reactants are ClC1=NN=C2N1N=C(C=C2)N2CCN(CC2)C (3-chloro-6-(4-methylpiperazin-1-yl)[1,2,4]triazolo[4,3-b]pyridazine), CN1CCN(CC1)C=1C=CC=2N(N1)C(=NN2)SC2=CC1=C(N=C(S1)NC(OC(C)(C)C)=O)C=C2 (1,1-dimethylethyl (6-{[6-(4-methylpiperazin-1-yl)[1,2,4]triazolo[4,3-b]pyridazin-3-yl]sulphanyl}-1,3-benzothiazol-2-yl)carbamate), SCC(O)C(O)CS (DL-dithiothreitol), S(C#N)C1=CC2=C(N=C(S2)NC(OC(C)(C)C)=O)C=C1 (1,1-dimethylethyl (6-thiocyanato-1,3-benzothiazol-2-yl)carbamate), P(=O)(O)(O)[O-].[K+] (potassium dihydrogen phosphate). The solvent is C(C)O (ethanol), O (water). Product: Cl.CN1CCN(CC1)C=1C=CC=2N(N1)C(=NN2)SC2=CC1=C(N=C(S1)NC(OC(C)(C)C)=O)C=C2 (1,1-dimethylethyl (6-{[6-(4-methylpiperazin-1-yl)[1,2,4]triazolo[4,3-b]pyridazin-3-yl]sulphanyl}-1,3-benzothiazol-2-yl)carbamate hydrochloride). RXN SMILES: [CH3:1][N:2]1[CH2:7][CH2:6][N:5]([C:8]2[CH:9]=[CH:10][C:11]3[N:12]([C:14]([S:17][C:18]4[CH:34]=[CH:33][C:21]5[N:22]=[C:23]([NH:25][C:26](=[O:32])[O:27][C:28]([CH3:31])([CH3:30])[CH3:29])[S:24][C:20]=5[CH:19]=4)=[N:15][N:16]=3)[N:13]=2)[CH2:4][CH2:3]1.S(C1C=CC2N=C(NC(=O)OC(C)(C)C)SC=2C=1)C#N.P([O-])(O)(O)=O.[K+].SCC(C(CS)O)O.[Cl:69]C1N2N=C(N3CCN(C)CC3)C=CC2=NN=1>O.C(O)C>[ClH:69].[CH3:1][N:2]1[CH2:3][CH2:4][N:5]([C:8]2[CH:9]=[CH:10][C:11]3[N:12]([C:14]([S:17][C:18]4[CH:34]=[CH:33][C:21]5[N:22]=[C:23]([NH:25][C:26](=[O:32])[O:27][C:28]([CH3:31])([CH3:29])[CH3:30])[S:24][C:20]=5[CH:19]=4)=[N:15][N:16]=3)[N:13]=2)[CH2:6][CH2:7]1 |f:2.3,8.9|. Reported procedure: The 1,1-dimethylethyl (6-{[6-(4-methylpiperazin-1-yl)[1,2,4]triazolo[4,3-b]pyridazin-3-yl]sulphanyl}-1,3-benzothiazol-2-yl)carbamate can be prepared according to the method described in Example 17a, but using 565 mg of 1,1-dimethylethyl (6-thiocyanato-1,3-benzothiazol-2-yl)carbamate (prepared according to Example 2c), 16 cm3 of ethanol, 16 mg of potassium dihydrogen phosphate in 1.6 cm3 of water, 924 mg of DL-dithiothreitol and 505 mg of 3-chloro-6-(4-methylpiperazin-1-yl)[1,2,4]triazolo[4,3-b]p... Reactants: CC(C)(C)OC(=O)NCCCCN, BrC(c1ccccc1)c1ccccc1, [I-], [K+], CN(C)C=O. The product is CC(C)(C)OC(=O)NCCCCNC(c1ccccc1)c1ccccc1. RXN SMILES: [C:1]([CH3:2])([CH3:3])([CH3:4])[O:5][C:6](=[O:7])[NH:8][CH2:9][CH2:10][CH2:11][CH2:12][NH2:13].[CH:16]([c:17]1[cH:18][cH:19][cH:20][cH:21][cH:22]1)([c:23]1[cH:24][cH:25][cH:26][cH:27][cH:28]1)[Br:29].[I-:15].[K+:14].[O:30]=[CH:31][N:32]([CH3:33])[CH3:34]>>[C:1]([CH3:2])([CH3:3])([CH3:4])[O:5][C:6](=[O:7])[NH:8][CH2:9][CH2:10][CH2:11][CH2:12][NH:13][CH:16]([c:17]1[cH:18][cH:19][cH:20][cH:21][cH:22]1)[c:23]1[cH:24][cH:25][cH:26][cH:27][cH:28]1. As a reaction SMILES: [Br-:7].[C:8](=[O:9])([OH:10])[CH2:11][CH2:12][CH2:13][CH2:14][CH2:15][CH2:16][CH2:17][P+:18]([c:19]1[cH:20][cH:21][cH:22][cH:23][cH:24]1)([c:25]1[cH:26][cH:27][cH:28][cH:29][cH:30]1)[c:31]1[cH:32][cH:33][cH:34][cH:35][cH:36]1.[CH3:3][S:4]([CH3:5])=[O:6].[H-:1].[Na+:2].[O:37]=[C:38]([c:39]1[cH:40][cH:41][cH:42][cH:43][cH:44]1)[c:45]1[cH:46][cH:47][cH:48][cH:49][cH:50]1.[O:51]1[CH2:52][CH2:53][CH2:54][CH2:55]1>>[C:8](=[O:9])([OH:10])[CH2:11][CH2:12][CH2:13][CH2:14][CH2:15][CH2:16][CH:17]=[C:38]([c:39]1[cH:40][cH:41][cH:42][cH:43][cH:44]1)[c:45]1[cH:46][cH:47][cH:48][cH:49][cH:50]1. The product is O=C(O)CCCCCCC=C(c1ccccc1)c1ccccc1. The reactants are [Br-], O=C(O)CCCCCCC[P+](c1ccccc1)(c1ccccc1)c1ccccc1, CS(C)=O, [H-], [Na+], O=C(c1ccccc1)c1ccccc1, C1CCOC1.